From a dataset of the Open Reaction Database (ORD), a public repository of structured organic reaction records. describe an organic reaction: reactants, conditions, products, and yield Starting materials: NC1N=C(C2=C(C3=C1C=NC=N3)C=CC=C2)C2=CC=CC=C2 (5(R,S)-amino-7-phenyl-5H-pyrimido[5,4-d][2]benzazepine), Cl.C(C)N=C=NCCCN(C)C (1-ethyl-3-(3-dimethylaminopropyl)-carbodiimide hydrochloride), C(=O)(OC(C)(C)C)N[C@@H](CC1=CC=CC=C1)C(=O)O (Boc-L-phenylalanine), ON1N=NC2=C1C=CC=C2 (1-hydroxybenzotriazole). Solvent: CN(C)C=O (DMF), C(C)N(CC)CC (triethylamine). Conditions: time 0.5 hour. Yields the product C(C)(C)(C)OC(=O)N[C@H](C(=O)NC1N=C(C2=C(C3=C1C=NC=N3)C=CC=C2)C2=CC=CC=C2)CC2=CC=CC=C2 (5(R,S)-(2(S)-tert-butoxycarbonylamino-3-phenylpropanoylamino)-7-phenyl-5H-pyrimido[5,4-d]-[2]benzazepine). Reaction SMILES: [NH2:1][CH:2]1[C:8]2[CH:9]=[N:10][CH:11]=[N:12][C:7]=2[C:6]2[CH:13]=[CH:14][CH:15]=[CH:16][C:5]=2[C:4]([C:17]2[CH:22]=[CH:21][CH:20]=[CH:19][CH:18]=2)=[N:3]1.[C:23]([NH:30][C@H:31]([C:39](O)=[O:40])[CH2:32][C:33]1[CH:38]=[CH:37][CH:36]=[CH:35][CH:34]=1)([O:25][C:26]([CH3:29])([CH3:28])[CH3:27])=[O:24].ON1C2C=CC=CC=2N=N1.Cl.C(N=C=NCCCN(C)C)C>CN(C=O)C.C(N(CC)CC)C>[C:26]([O:25][C:23]([NH:30][C@@H:31]([CH2:32][C:33]1[CH:34]=[CH:35][CH:36]=[CH:37][CH:38]=1)[C:39]([NH:1][CH:2]1[C:8]2[CH:9]=[N:10][CH:11]=[N:12][C:7]=2[C:6]2[CH:13]=[CH:14][CH:15]=[CH:16][C:5]=2[C:4]([C:17]2[CH:18]=[CH:19][CH:20]=[CH:21][CH:22]=2)=[N:3]1)=[O:40])=[O:24])([CH3:29])([CH3:27])[CH3:28] |f:3.4|. Procedure: Crude 5(R,S)-amino-7-phenyl-5H-pyrimido[5,4-d][2]benzazepine (1.37 g), Boc-L-phenylalanine (1.37 g, 5.17 mmole), 1-hydroxybenzotriazole (HBT) (0.70 g, 5.17 mmole), and 1-ethyl-3-(3-dimethylaminopropyl)-carbodiimide hydrochloride (EDC) (0.99 g, 5.17 mmole) are combined in DMF (30 ml) and stirred at room temperature. The pH of the mixture is adjusted to 9.5 with triethylamine. After about 1/2 hour, the DMF is removed in vacuo and the residue is partitioned between methylene chloride and 10% citric... Reactants: CCC(=O)Nc1ccc(C(=O)C=CN(C)C)cc1, CI, CN(C)C=O, [H-], [H][H], [Na+]. The product is CCC(=O)N(C)c1ccc(C(=O)C=CN(C)C)cc1. Reaction SMILES: [CH3:1][N:2]([CH:3]=[CH:4][C:5](=[O:6])[c:7]1[cH:8][cH:9][c:10]([NH:13][C:14]([CH2:15][CH3:16])=[O:17])[cH:11][cH:12]1)[CH3:18].[CH3:23][I:24].[CH3:25][N:26]([CH3:27])[CH:28]=[O:29].[H-:19].[H:21][H:22].[Na+:20]>>[CH3:1][N:2]([CH:3]=[CH:4][C:5](=[O:6])[c:7]1[cH:8][cH:9][c:10]([N:13]([C:14]([CH2:15][CH3:16])=[O:17])[CH3:23])[cH:11][cH:12]1)[CH3:18]. Reactants: COC(COCP(=O)(OC)OC)=O (dimethylphosphonomethoxyacetic acid methyl ester), [H-].[Na+] (sodium hydride), C(C)[C@@]1(C(N(CCC1)CCC1=CNC2=CC=C(C=C12)OC)=O)C=O ((S)-3-ethyl-3-formyl-N-[2-(5-methoxy-indol-3-yl)-ethyl]-2-piperidone). The solvent is O1CCCC1 (tetrahydrofuran), O1CCCC1 (tetrahydrofuran). Conditions: time 30 minute. Product: COC(C(=C[C@]1(C(N(CCC1)CCC1=CNC2=CC=C(C=C12)OC)=O)CC)OC)=O (3-{(S)-3-ethyl-1-[2-(5-methoxy-indol-3-yl)-ethyl]-2-oxo-3-piperidyl}-2-methoxy-propenoic acid methyl ester). Reaction SMILES: [CH3:1][O:2][C:3](=[O:13])[CH2:4][O:5][CH2:6]P(OC)(OC)=O.[H-].[Na+].[CH2:16]([C@@:18]1([CH:38]=O)[CH2:23][CH2:22][CH2:21][N:20]([CH2:24][CH2:25][C:26]2[C:34]3[C:29](=[CH:30][CH:31]=[C:32]([O:35][CH3:36])[CH:33]=3)[NH:28][CH:27]=2)[C:19]1=[O:37])[CH3:17]>O1CCCC1>[CH3:1][O:2][C:3](=[O:13])[C:4]([O:5][CH3:6])=[CH:38][C@:18]1([CH2:16][CH3:17])[CH2:23][CH2:22][CH2:21][N:20]([CH2:24][CH2:25][C:26]2[C:34]3[C:29](=[CH:30][CH:31]=[C:32]([O:35][CH3:36])[CH:33]=3)[NH:28][CH:27]=2)[C:19]1=[O:37] |f:1.2|. Reported procedure: 3.185 g of dimethylphosphonomethoxyacetic acid methyl ester are added dropwise at room temperature to a suspension of 360 mg of sodium hydride in 10 cc of absolute tetrahydrofuran in the absence of moisture. After stirring at room temperature for 30 minutes, a solution of 3.284 g of (S)-3-ethyl-3-formyl-N-[2-(5-methoxy-indol-3-yl)-ethyl]-2-piperidone in 10 cc of absolute tetrahydrofuran is added dropwise at room temperature to the reaction solution while stirring for 30 minutes. The reaction mix... Starting materials: FC1(CCOCC1)C(C#N)O ((4-fluorotetrahydropyran-4-yl)-hydroxyacetonitrile), [BH4-].[Na+] (sodium borohydride). Run in CC(C)O (2-propanol), O (water). Conditions: temperature 0 celsius, time 1 hour. The product is FC1(CCOCC1)CO ((4-Fluorotetrahydropyran-4-yl)-methanol). The yield is 18.5%. As a reaction SMILES: [F:1][C:2]1([CH:8]([OH:11])C#N)[CH2:7][CH2:6][O:5][CH2:4][CH2:3]1.[BH4-].[Na+]>CC(O)C.O>[F:1][C:2]1([CH2:8][OH:11])[CH2:7][CH2:6][O:5][CH2:4][CH2:3]1 |f:1.2|. Procedure: Dissolve (4-fluorotetrahydropyran-4-yl)-hydroxyacetonitrile (4.4 g, 29.8 mmol) in 2-propanol (48 mL) and water (12 mL). Cool to 0° C. under a nitrogen atmosphere. Add sodium borohydride (1.2 g, 31.7 mmol) and allow the resulting mixture to slowly warm to room temperature over 5.5 hours. Quench with acetone and stir for 1 h. Concentrate the mixture to ⅓ volume and dilute with ethyl acetate. Wash the resulting organic solution with saturated aqueous sodium bicarbonate solution and saturated aqueou... Starting materials: [OH-].[K+] (Potassium hydroxide), Cl.NCCS (cysteamine hydrochloride), Cl.ClCC=1N=C(SC1)CO (4-chloromethyl-2-hydroxymethylthiazole hydrochloride). The solvent is C(C)(C)O (isopropanol). Conditions: time 2 hour. Yields the product NCCSCC=1N=C(SC1)CO (4-[[(2-aminoethyl)thio]methyl]-2-hydroxymethylthiazole). Reaction SMILES: [OH-].[K+].Cl.[NH2:4][CH2:5][CH2:6][SH:7].Cl.Cl[CH2:10][C:11]1[N:12]=[C:13]([CH2:16][OH:17])[S:14][CH:15]=1>C(O)(C)C>[NH2:4][CH2:5][CH2:6][S:7][CH2:10][C:11]1[N:12]=[C:13]([CH2:16][OH:17])[S:14][CH:15]=1 |f:0.1,2.3,4.5|. Procedure: Potassium hydroxide (10.6 g) was added to a suspension of 6.82 g of cysteamine hydrochloride and 10.0 g of 4-chloromethyl-2-hydroxymethylthiazole hydrochloride in 100 ml isopropanol. The resulting suspension was stirred an room temperature for 2 hours and filtered through a pad of celite to remove insoluble inorganics and concentrated under reduced pressure. The residue was taken up in dichloromethane and filtered through a pad of celite and concentrated under reduced pressure. The oil (12.54 g)... Yields the product CC(C)(C)OC(=O)N1CC=C(c2cc3c(Nc4cccc(-c5ncc[nH]5)c4)ncnc3[nH]2)CC1. Reaction SMILES: [C:1]([CH3:2])([CH3:3])([CH3:4])[O:5][C:6](=[O:7])[N:8]1[CH2:9][CH2:10][C:11]([c:14]2[cH:15][c:16]3[c:17]([n:18][cH:19][n:20][c:21]3[Cl:22])[nH:23]2)=[CH:12][CH2:13]1.[CH2:43]([OH:44])[CH2:45][CH2:46][CH3:47].[OH:36][C:37]([C:38]([F:39])([F:40])[F:41])=[O:42].[nH:24]1[c:25](-[c:29]2[cH:30][c:31]([NH2:35])[cH:32][cH:33][cH:34]2)[n:26][cH:27][cH:28]1>>[C:1]([CH3:2])([CH3:3])([CH3:4])[O:5][C:6](=[O:7])[N:8]1[CH2:9][CH2:10][C:11]([c:14]2[cH:15][c:16]3[c:17]([n:18][cH:19][n:20][c:21]3[NH:35][c:31]3[cH:30][c:29](-[c:25]4[n:24][cH:28][cH:27][nH:26]4)[cH:34][cH:33][cH:32]3)[nH:23]2)=[CH:12][CH2:13]1. Reactants: CC(C)(C)OC(=O)N1CC=C(c2cc3c(Cl)ncnc3[nH]2)CC1, CCCCO, O=C(O)C(F)(F)F, Nc1cccc(-c2ncc[nH]2)c1. Starting materials: C1(=CC=CC=C1)C(C1=CC=CC(=N1)CO)(O[SiH2]C(C)(C)C)C1=CC=CC=C1 (6-(diphenyl-tert-butylsilyloxymethyl)-2-hydroxymethylpyridine). The reagents and catalysts are [O-2].[O-2].[Mn+4] (manganese dioxide). Run in C1(=CC=CC=C1)C (toluene). Conditions: time 24 hour. The product is C1(=CC=CC=C1)C(C1=CC=CC(=N1)C=O)(O[SiH2]C(C)(C)C)C1=CC=CC=C1 (6-(Diphenyl-tert-butylsilyloxymethyl)-2-pyridinecarbaldehyde). Yield: 95.5%. As a reaction SMILES: [C:1]1([C:7]([C:22]2[CH:27]=[CH:26][CH:25]=[CH:24][CH:23]=2)([O:16][SiH2:17][C:18]([CH3:21])([CH3:20])[CH3:19])[C:8]2[N:13]=[C:12]([CH2:14][OH:15])[CH:11]=[CH:10][CH:9]=2)[CH:6]=[CH:5][CH:4]=[CH:3][CH:2]=1>C1(C)C=CC=CC=1.[O-2].[O-2].[Mn+4]>[C:22]1([C:7]([C:1]2[CH:2]=[CH:3][CH:4]=[CH:5][CH:6]=2)([O:16][SiH2:17][C:18]([CH3:21])([CH3:20])[CH3:19])[C:8]2[N:13]=[C:12]([CH:14]=[O:15])[CH:11]=[CH:10][CH:9]=2)[CH:23]=[CH:24][CH:25]=[CH:26][CH:27]=1 |f:2.3.4|. Reported procedure: 100 g of manganese dioxide is added in portions to a solution of 20 g of 6-(diphenyl-tert-butylsilyloxymethyl)-2-hydroxymethylpyridine in 236 ml of toluene at 24° C. under nitrogen and stirred for 24 hours. It is filtered on Celite, rewashed well with toluene and concentrated by evaporation in a vacuum. 19.0 g of the title compound is obtained as colored liquid, which is further used without further purification.